Dataset: the Open Reaction Database (ORD), a public repository of structured organic reaction records. Task: describe an organic reaction: reactants, conditions, products, and yield The reactants are S(=O)(=O)=O (sulphur trioxide), O1CCOCC1 (dioxane), C1(=CC=CC=C1)N1CCCCC1 (N-phenylpiperidine). Solvent: C(Cl)Cl (methylene chloride), C(Cl)Cl (methylene chloride). The product is N1(CCCCC1)C1=CC=C(C=C1)S(=O)(=O)N1C(CCCC1)=O (1-[4-(1-Piperidinyl)benzenesulphonyl]-2-piperidinone). The yield is 111.1%. Reaction SMILES: [S:1](=[O:4])(=O)=[O:2].[O:5]1[CH2:10][CH2:9]OCC1.[C:11]1([N:17]2[CH2:22][CH2:21][CH2:20][CH2:19][CH2:18]2)[CH:16]=[CH:15][CH:14]=[CH:13][CH:12]=1>C(Cl)Cl>[N:17]1([C:11]2[CH:16]=[CH:15][C:14]([S:1]([N:17]3[CH2:11][CH2:12][CH2:13][CH2:9][C:10]3=[O:5])(=[O:4])=[O:2])=[CH:13][CH:12]=2)[CH2:22][CH2:21][CH2:20][CH2:19][CH2:18]1. Reported procedure: To a solution, cooled to between 0° C. and -5° C., comprising 8.46 g of sulphur trioxide in 45 cm3 of methylene chloride, there are added dropwise 9.3 g of dioxane followed by 17.1 g of N-phenylpiperidine dissolved in 45 cm3 of methylene chloride. The mixture is allowed to return to room temperature, then heated to reflux for 1 hour and evaporated to dryness, the residue is neutralized with 10% strength sodium carbonate solution, the aqueous phase is concentrated and the residue is dried and tre... Starting materials: CCC(C(=O)OCC)P(=O)(OCC)OCC (triethyl 2-phosphonobutyrate), C(=O)([O-])[O-].[K+].[K+] (K2CO3), C=O (formaldehyde), O (water). Run in CCOCC (ether). Reaction conditions: temperature 80 celsius. The product is C=C(C(=O)OCC)CC (Ethyl 2-Methylenebutyrate). Yield: 86.2%. As a reaction SMILES: [CH3:1][CH2:2][CH:3](P(OCC)(OCC)=O)[C:4]([O:6][CH2:7][CH3:8])=[O:5].[C:17]([O-])([O-])=O.[K+].[K+].C=O.O>CCOCC>[CH2:17]=[C:3]([CH2:2][CH3:1])[C:4]([O:6][CH2:7][CH3:8])=[O:5] |f:1.2.3|. Procedure: A mixture of 5.0 g (0.019 mol) of triethyl 2-phosphonobutyrate, 5.5 g (0.039 mol) of K2CO3, 6.2 g (0.076 mol) of 37% aqueous formaldehyde solution, and 15 mL of water was heated to about 80° C. for about 45 min. After cooling to RT, 75 mL of ether was added and the organic layer was separated, washed with brine (1×20 mL), dried (MgSO4), and filtered. The ether was carefully removed by distillation, leaving behind 2.1 g (87%) of the title compound as a clear oil which was used directly without fu... The reactants are O (water), OCC(C(C)=O)(C)CO (3,3-bis(hydroxymethyl)-2-butanone), C1OCOCO1 (s-trioxane), C1(=CC=C(C=C1)S(=O)(=O)O)C (p-toluenesulfonic acid). Solvent: C1(=CC=CC=C1)C (toluene). Product: C(C)(=O)C1(COCOC1)C (5-ACETYL-5-METHYL-1,3-DIOXANE). As a reaction SMILES: [OH:1][CH2:2][C:3]([CH2:8][OH:9])([CH3:7])[C:4](=[O:6])[CH3:5].[CH2:10]1OCOCO1.C1(C)C=CC(S(O)(=O)=O)=CC=1.O>C1(C)C=CC=CC=1>[C:4]([C:3]1([CH3:7])[CH2:8][O:9][CH2:10][O:1][CH2:2]1)(=[O:6])[CH3:5]. Reported procedure: A solution of 3,3-bis(hydroxymethyl)-2-butanone (66.1parts) and s-trioxane (27 parts) in toluene (250 parts) containing p-toluenesulfonic acid (1.9 parts) is held under reflux while water of reaction is continuously removed (ca. 0.5 hr) by a Dean-Stark trap. The solution is cooled, neutralized by stirring with solid sodium bicarbonate and filtered Toluene is removed in vacuo and the residue distilled at 50-55° C. and 0.6 mm Hg. Proton NMR and combustion analysis are consistent with those values ... Reactants: Cl (hydrochloric acid), C1(=CC=CC=C1O)C (o-cresol), C(CO)(=O)O (glycolic acid), C(CO)(=O)O (glycolic acid). The solvent is [OH-].[Na+] (sodium hydroxide), [OH-].[Na+] (sodium hydroxide), [OH-].[Na+] (sodium hydroxide). Reaction conditions: time 4 hour. Product: OC1=C(C=C(C(C(=O)O)O)C=C1)C (4-hydroxy-3-methylmandelic acid). Yield: 137.7%. Reaction SMILES: [C:1]1([CH3:8])[C:6]([OH:7])=[CH:5][CH:4]=[CH:3][CH:2]=1.[C:9]([OH:13])(=[O:12])[CH2:10][OH:11].Cl>[OH-].[Na+]>[OH:7][C:6]1[CH:5]=[CH:4][C:3]([CH:10]([OH:11])[C:9]([OH:13])=[O:12])=[CH:2][C:1]=1[CH3:8] |f:3.4|. Reported procedure: 32.4 g (0.30 mol) of o-cresol are dissolved in 150 ml of 2N sodium hydroxide solution under a nitrogen atmosphere. After cooling to +5° C., 4.8 g (0.12 mol) of sodium hydroxide and 13.3 ml (0.12 mol) of 50% aqueous glycolic acid are added, and the reaction mixture is stirred at room temperature for 4 hours. A further 0.12 mol of sodium hydroxide and glycolic acid (a total of 0.36 mol) is added twice after 4 hours each time. The reaction mixture is then stirred for another 12 hours, neutralised w... Starting materials: CC1(C)OCC(CCO)O1, ClCCl, Cc1ccc(S(=O)(=O)Cl)cc1, c1ccncc1. Yields the product Cc1ccc(S(=O)(=O)OCCC2COC(C)(C)O2)cc1. As a reaction SMILES: [CH3:1][C:2]1([CH3:10])[O:3][CH2:4][CH:5]([CH2:7][CH2:8][OH:9])[O:6]1.[Cl:28][CH2:29][Cl:30].[c:17]1([CH3:27])[cH:18][cH:19][c:20]([S:23](=[O:24])(=[O:25])[Cl:26])[cH:21][cH:22]1.[cH:11]1[cH:12][cH:13][n:14][cH:15][cH:16]1>>[CH3:1][C:2]1([CH3:10])[O:3][CH2:4][CH:5]([CH2:7][CH2:8][O:9][S:23]([c:20]2[cH:19][cH:18][c:17]([CH3:27])[cH:22][cH:21]2)(=[O:24])=[O:25])[O:6]1. Reactants: COC1=C(C(=C(C=C1)Br)OC)C1=NC=CC=C1 (1,3-Dimethoxy-2-(Pyrid-2-yl)-4-Bromobenzene), C1=C(C=CC2=CC=CC=C12)B(O)O (naphth-2-yl boronic acid). Yields the product COC1=C(C(=C(C=C1)C1=CC2=CC=CC=C2C=C1)OC)C1=NC=CC=C1 (1,3-Dimethoxy-2-(Pyrid-2-yl)-4-(Naphth-2-yl)benzene). Reaction SMILES: [CH3:1][O:2][C:3]1[CH:8]=[CH:7][C:6](Br)=[C:5]([O:10][CH3:11])[C:4]=1[C:12]1[CH:17]=[CH:16][CH:15]=[CH:14][N:13]=1.[CH:18]1[C:27]2[C:22](=[CH:23][CH:24]=[CH:25][CH:26]=2)[CH:21]=[CH:20][C:19]=1B(O)O>>[CH3:1][O:2][C:3]1[CH:8]=[CH:7][C:6]([C:20]2[CH:19]=[CH:18][C:27]3[C:22](=[CH:23][CH:24]=[CH:25][CH:26]=3)[CH:21]=2)=[C:5]([O:10][CH3:11])[C:4]=1[C:12]1[CH:17]=[CH:16][CH:15]=[CH:14][N:13]=1. Reported procedure: This compound was prepared by the same procedure as used in EXAMPLE 3 using 1,3-dimethoxy-2-(pyrid-2-yl)-4-bromobenzene 38 and naphth-2-yl boronic acid to yield 39. Reactants: NC1=CC2=CC=CC=C2C=C1 (2-aminonaphthalene), N(=O)O (nitrous acid), NC(=O)N (urea), C=CC1=CC=CC=C1 (styrene), Cl (hydrochloric acid), N(=O)[O-].[Na+] (sodium nitrite), diazonium salt. Reagents/catalysts: C(C)(=O)[O-].[Cu+2].C(C)(=O)[O-] (copper acetate). The solvent is N1=CC=CC=C1 (pyridine), CN(C=O)C (dimethyl formamide), COCCO (2-methoxyethanol), O (water), O (water), N1=CC=CC=C1 (pyridine). Run at time 2 hour. The product is N1N=NC2=C1C1=CC=CC=C1C=C2 (naphthotriazole). Reaction SMILES: C=CC1C=CC=CC=1.Cl.N([O-])=O.[Na+].[N:14](O)=O.N[C:18]([NH2:20])=O.[NH2:21][C:22]1[CH:31]=[CH:30][C:29]2[C:24](=[CH:25][CH:26]=[CH:27][CH:28]=2)C=1>C([O-])(=O)C.[Cu+2].C([O-])(=O)C.N1C=CC=CC=1.O.CN(C)C=O.COCCO>[NH:20]1[C:18]2[C:24]3[C:29]([CH:30]=[CH:31][C:22]=2[N:21]=[N:14]1)=[CH:28][CH:27]=[CH:26][CH:25]=3 |f:2.3,7.8.9|. Procedure details: 10 Parts of 4-amino-β-[2'-4"-cyanophenyloso)triazolyl]-styrene are mixed with 30 parts of 2-methoxyethanol and 11 parts of dimethyl formamide with cooling to 5°, then 15 parts of 35% hydrochloric acid, 40 parts of water, 30 parts of ice and a solution of 3 parts of sodium nitrite in 10 parts of water are added consecutively. The suspension is stirred at 5° until diazotization is complete, then the small excess of nitrous acid is decomposed with urea. A solution of 5 parts of 2-aminonaphthalene i... Reactants: O=C([O-])[O-], CO, O=C(CNC(=O)c1cccc(C(F)(F)F)c1)NC1CN(C2CCC(c3ncccc3NC(=O)C(F)(F)F)CC2)C1, [K+], [K+], O. The product is Nc1cccnc1C1CCC(N2CC(NC(=O)CNC(=O)c3cccc(C(F)(F)F)c3)C2)CC1. RXN SMILES: [C:41](=[O:42])([O-:43])[O-:44].[CH3:47][OH:48].[F:1][C:2]([F:3])([F:4])[C:39]([NH:5][c:6]1[c:7]([CH:12]2[CH2:13][CH2:14][CH:15]([N:18]3[CH2:19][CH:20]([NH:22][C:23](=[O:24])[CH2:25][NH:26][C:27]([c:28]4[cH:29][c:30]([C:34]([F:35])([F:36])[F:37])[cH:31][cH:32][cH:33]4)=[O:38])[CH2:21]3)[CH2:16][CH2:17]2)[n:8][cH:9][cH:10][cH:11]1)=[O:40].[K+:45].[K+:46].[OH2:49]>>[NH2:5][c:6]1[c:7]([CH:12]2[CH2:13][CH2:14][CH:15]([N:18]3[CH2:19][CH:20]([NH:22][C:23](=[O:24])[CH2:25][NH:26][C:27]([c:28]4[cH:29][c:30]([C:34]([F:35])([F:36])[F:37])[cH:31][cH:32][cH:33]4)=[O:38])[CH2:21]3)[CH2:16][CH2:17]2)[n:8][cH:9][cH:10][cH:11]1. Starting materials: solution, Cl (hydrochloric acid), NC1=NC2=C(C=3C=C(C=NC13)CCC1=C(C=C(OCCCP(OCC)(OCC)=O)C=C1)C)C=CC(=C2)C (Diethyl 3-(4-(2-(5-amino-8-methylbenzo[f][1,7]naphthyridin-2-yl)ethyl)-3-methylphenoxy)propylphosphonate). Reaction conditions: temperature 100 celsius, time 18 hour. Product: NC1=NC2=C(C=3C=C(C=NC13)CCC1=C(C=C(OCCCP(O)(O)=O)C=C1)C)C=CC(=C2)C (3-(4-(2-(5-amino-8-methylbenzo[f][1,7]naphthyridin-2-yl)ethyl)-3-methylphenoxy)propylphosphonic acid). As a reaction SMILES: Cl.[NH2:2][C:3]1[C:12]2[N:11]=[CH:10][C:9]([CH2:13][CH2:14][C:15]3[CH:32]=[CH:31][C:18]([O:19][CH2:20][CH2:21][CH2:22][P:23](=[O:30])([O:27]CC)[O:24]CC)=[CH:17][C:16]=3[CH3:33])=[CH:8][C:7]=2[C:6]2[CH:34]=[CH:35][C:36]([CH3:38])=[CH:37][C:5]=2[N:4]=1>>[NH2:2][C:3]1[C:12]2[N:11]=[CH:10][C:9]([CH2:13][CH2:14][C:15]3[CH:32]=[CH:31][C:18]([O:19][CH2:20][CH2:21][CH2:22][P:23](=[O:24])([OH:27])[OH:30])=[CH:17][C:16]=3[CH3:33])=[CH:8][C:7]=2[C:6]2[CH:34]=[CH:35][C:36]([CH3:38])=[CH:37][C:5]=2[N:4]=1. Reported procedure: A 12 N solution of hydrochloric acid (0.10 M) was added to diethyl 3-(4-(2-(5-amino-8-methylbenzo[f][1,7]naphthyridin-2-yl)ethyl)-3-methylphenoxy)propylphosphonate (from Example 149) and the resulting mixture was allowed to stir at 100° C. for 18 hours. At this point, hydrochloric acid was removed under reduced pressure and the resulting residue was purified by RP-HPLC using a 10-50% MeCN in water gradient. The resulting trifluoroacetate salt was then converted to the free base form by the addit... The reactants are OC(C#N)(C)C (2-hydroxy-2-methylpropanenitrile), FC1=CC=C(C=C1)C1(CCCCC1)/C=C/CO ((E)-3-(1-(4-fluorophenyl)cyclohexyl)prop-2-en-1-ol), C1(=CC=CC=C1)P(C1=CC=CC=C1)C1=CC=CC=C1 (triphenylphosphine), N(=NC(=O)OCC)C(=O)OCC (diethyl azodicarboxylate). Run in C1CCOC1 (THF). Conditions: time 20 minute. Yields the product FC1=CC=C(C=C1)C1(CCCCC1)/C=C/CC#N ((E)-4-(1-(4-fluorophenyl)cyclohexyl)but-3-enenitrile). Isolated yield 80.3%. Reaction SMILES: [F:1][C:2]1[CH:7]=[CH:6][C:5]([C:8]2(/[CH:14]=[CH:15]/[CH2:16]O)[CH2:13][CH2:12][CH2:11][CH2:10][CH2:9]2)=[CH:4][CH:3]=1.C1(P(C2C=CC=CC=2)C2C=CC=CC=2)C=CC=CC=1.[N:37]([C:44](OCC)=O)=NC(OCC)=O.OC(C)(C)C#N>C1COCC1>[F:1][C:2]1[CH:7]=[CH:6][C:5]([C:8]2(/[CH:14]=[CH:15]/[CH2:16][C:44]#[N:37])[CH2:13][CH2:12][CH2:11][CH2:10][CH2:9]2)=[CH:4][CH:3]=1. Procedure: To a solution of (E)-3-(1-(4-fluorophenyl)cyclohexyl)prop-2-en-1-ol (Intermediate I-11A, 912 mg, 3.89 mmol) and triphenylphosphine (1531 mg, 5.84 mmol) in THF (20 mL) at −20° C. was added diethyl azodicarboxylate (0.924 mL, 5.84 mmol) dropwise and the mixture was stirred at a temperature in the range of from about 20 to about −10° C. for 20 mins. Then 2-hydroxy-2-methylpropanenitrile (0.109 mL, 1.196 mmol) was added slowly at −20° C., and the mixture was stirred for 1 hr at a temperature in the ...